Dataset: the Open Reaction Database (ORD), a public repository of structured organic reaction records. Task: describe an organic reaction: reactants, conditions, products, and yield Reactants: F[B-](F)(F)F.[H+] (tetrafluoroboric acid), NC1=CC(=C(C(=O)O)C=C1Cl)OC (4-amino-5-chloro-2-methoxybenzoic acid), N(=O)[O-].[Na+] (NaNO2). Solvent: O (water). Run at temperature 0 celsius, time 30 minute. Yields the product ClC=1C(=CC(=C(C(=O)O)C1)OC)O (5-chloro-4-hydroxy-2-methoxybenzoic acid). Isolated yield 12.3%. RXN SMILES: N[C:2]1[C:10]([Cl:11])=[CH:9][C:5]([C:6]([OH:8])=[O:7])=[C:4]([O:12][CH3:13])[CH:3]=1.F[B-](F)(F)F.[H+].N([O-])=[O:21].[Na+]>O>[Cl:11][C:10]1[C:2]([OH:21])=[CH:3][C:4]([O:12][CH3:13])=[C:5]([CH:9]=1)[C:6]([OH:8])=[O:7] |f:1.2,3.4|. Procedure details: To a suspension of 4-amino-5-chloro-2-methoxybenzoic acid (25 g; 0.12 mol) in 125 ml of water was added tetrafluoroboric acid (40.5 ml of 48% aqueous solution). The white cake was then cooled to 0° C. and NaNO2 (9.41 g in 75 mL of H2O) was added drop wise and the whole stirred at that temperature for 30 minutes. The white precipitate was collected by filtration. The diazonium salt was suspended in glacial AcOH (1250 mL) and the resulting suspension was stirred at 100° C. for 1 hour (it became a ...